From a dataset of the Open Reaction Database (ORD), a public repository of structured organic reaction records. describe an organic reaction: reactants, conditions, products, and yield Reactants: C(C)(=O)Cl (acetyl chloride), NC1=C(C(=O)O)C=C(C(=C1C)C(=O)OCC)C (2-amino-4-ethoxycarbonyl-3,5-dimethylbenzoic acid), N1=CC=CC=C1 (pyridine), Cl (hydrochloric acid), ice water. The solvent is C1=CC=CC=C1 (benzene), C1=CC=CC=C1 (benzene). Reaction conditions: time 8 hour. Yields the product C(C)(=O)NC1=C(C(=O)O)C=C(C(=C1C)C(=O)OCC)C (2-acetylamino-4-ethoxycarbonyl-3,5-dimethylbenzoic acid). The yield is 71.4%. RXN SMILES: [NH2:1][C:2]1[C:10]([CH3:11])=[C:9]([C:12]([O:14][CH2:15][CH3:16])=[O:13])[C:8]([CH3:17])=[CH:7][C:3]=1[C:4]([OH:6])=[O:5].N1C=CC=CC=1.[C:24](Cl)(=[O:26])[CH3:25].Cl>C1C=CC=CC=1>[C:24]([NH:1][C:2]1[C:10]([CH3:11])=[C:9]([C:12]([O:14][CH2:15][CH3:16])=[O:13])[C:8]([CH3:17])=[CH:7][C:3]=1[C:4]([OH:6])=[O:5])(=[O:26])[CH3:25]. Reported procedure: To a mixture consisting of 1 g of 2-amino-4-ethoxycarbonyl-3,5-dimethylbenzoic acid, 20 ml of dry benzene, and 0.7 ml of pyridine in a flask cooled with ice water was added dropwise with stirring a solution of 450 mg of acetyl chloride in 5 ml of benzene. The reaction mixture was stirred overnight, and then shaken with dilute hydrochloric acid. The layers were separated. The acidic aqueous layer was extracted with ethyl acetate, and the combined organic extracts were washed with water, and dried... The reactants are [Na] (sodium), N(N)C1=NC(=CC=C1)C (2-hydrazino-6-methylpyridine), C(C(=C)C)#N (methacrylonitrile). The solvent is C(C)O (ethanol). Yields the product NC1=NN(CC1C)C1=NC(=CC=C1)C (2-(3-Amino-4-methyl-2-pyrazolin-1-yl)-6-methylpyridine). RXN SMILES: [Na].[NH:2]([C:4]1[CH:9]=[CH:8][CH:7]=[C:6]([CH3:10])[N:5]=1)[NH2:3].[C:11](#[N:15])[C:12]([CH3:14])=[CH2:13]>C(O)C>[NH2:15][C:11]1[CH:12]([CH3:14])[CH2:13][N:2]([C:4]2[CH:9]=[CH:8][CH:7]=[C:6]([CH3:10])[N:5]=2)[N:3]=1 |^1:0|. Procedure: A 0.51 g. amount of sodium metal is dissolved in 150 ml. of absolute ethanol, then 12.32 g. of 2-hydrazino-6-methylpyridine is added, followed by 6.7 g. of methacrylonitrile. The reaction mixture is refluxed on a steam bath for 16 hours then is evaporated in vacuo to an oil. Water is added to separate a solid. The solid is collected and recrystallized from ethyl acetate after treatment with activated charcoal to give 10.12 g. of the desired product as white crystals, m.p. 181°-185° C. The reactants are BrC1=NC(=CC=C1)C(=O)O (2-Bromopyridine-6-carboxylic acid), CCN(C(C)C)C(C)C (DIPEA), NC1=CC=NC=C1 (4-aminopyridine), C(C(=O)Cl)(=O)Cl (oxalyl chloride). Solvent: C(Cl)Cl (DCM), CN(C)C=O (DMF). Run at time 2 hour. Product: BrC1=CC=CC(=N1)C(=O)NC1=CC=NC=C1 (6-Bromo-N-(pyridin-4-yl)pyridine-2-carboxamide). The yield is 72.5%. RXN SMILES: [Br:1][C:2]1[CH:7]=[CH:6][CH:5]=[C:4]([C:8]([OH:10])=O)[N:3]=1.C(Cl)(=O)C(Cl)=O.CCN(C(C)C)C(C)C.[NH2:26][C:27]1[CH:32]=[CH:31][N:30]=[CH:29][CH:28]=1>C(Cl)Cl.CN(C=O)C>[Br:1][C:2]1[N:3]=[C:4]([C:8]([NH:26][C:27]2[CH:32]=[CH:31][N:30]=[CH:29][CH:28]=2)=[O:10])[CH:5]=[CH:6][CH:7]=1. Reported procedure: 2-Bromopyridine-6-carboxylic acid (5.00 g, 24.8 mmol) was dissolved in DCM (100 mL) and DMF (1 mL), and oxalyl chloride (7.54 g, 59.4 mmol) was added dropwise over 5 min. The reaction mixture was stirred for 2 h and the solvents were removed in vacuo. The reaction mixture was azeotroped twice with DCM and dissolved in DCM (100 mL). DIPEA (12.8 g, 99.0 mmol) and 4-aminopyridine (4.66 g, 49.5 mmol) were added dropwise and the reaction mixture was stirred for 2 h, washed with sat aq NaHCO3 (50 mL),... Reaction SMILES: [CH:1]1(B(O)O)[CH2:3][CH2:2]1.C(=O)([O-])[O-].[Na+].[Na+].C1(P(C2CCCCC2)C2C=CC=CC=2C2C(OC)=CC=CC=2OC)CCCCC1.Br[C:43]1[C:44]([CH:56]2[CH2:58][CH2:57]2)=[CH:45][C:46]([O:53][CH2:54][CH3:55])=[C:47]([CH:52]=1)[C:48]([O:50][CH3:51])=[O:49]>C1C=CC(/C=C/C(/C=C/C2C=CC=CC=2)=O)=CC=1.C1C=CC(/C=C/C(/C=C/C2C=CC=CC=2)=O)=CC=1.C1C=CC(/C=C/C(/C=C/C2C=CC=CC=2)=O)=CC=1.[Pd].[Pd].O.C1(C)C=CC=CC=1>[CH:56]1([C:44]2[C:43]([CH:1]3[CH2:3][CH2:2]3)=[CH:52][C:47]([C:48]([O:50][CH3:51])=[O:49])=[C:46]([O:53][CH2:54][CH3:55])[CH:45]=2)[CH2:58][CH2:57]1 |f:1.2.3,6.7.8.9.10|. The reagents and catalysts are C=1C=CC(=CC1)/C=C/C(=O)/C=C/C2=CC=CC=C2.C=1C=CC(=CC1)/C=C/C(=O)/C=C/C2=CC=CC=C2.C=1C=CC(=CC1)/C=C/C(=O)/C=C/C2=CC=CC=C2.[Pd].[Pd] (tris(dibenzylideneacetone)dipalladium(0)). Product: C1(CC1)C1=CC(=C(C(=O)OC)C=C1C1CC1)OCC (Methyl 4,5-dicyclopropyl-2-ethoxybenzoate). Reaction conditions: temperature 100 celsius, time 18 hour. Run in C1(=CC=CC=C1)C (toluene), O (Water). Reported procedure: Cyclopropylboronic acid (1.76 g), a 2 M aqueous sodium carbonate solution (20 mL), tris(dibenzylideneacetone)dipalladium(0) (874 mg), and dicyclohexyl(2′,6′-dimethoxybiphenyl-2-yl)phosphine (840 mg) were added at room temperature to a toluene (70 mL) solution of methyl 5-bromo-4-cyclopropyl-2-ethoxybenzoate (4.08 g), and the mixture was stirred at 100° C. for 18 hours in an argon atmosphere. Water was added to the reaction mixture at room temperature, and the mixture was filtered through celite.... The yield is 92.1%. Starting materials: C1(CC1)B(O)O (Cyclopropylboronic acid), C([O-])([O-])=O.[Na+].[Na+] (sodium carbonate), C1(CCCCC1)P(C1=C(C=CC=C1)C1=C(C=CC=C1OC)OC)C1CCCCC1 (dicyclohexyl(2′,6′-dimethoxybiphenyl-2-yl)phosphine), BrC=1C(=CC(=C(C(=O)OC)C1)OCC)C1CC1 (methyl 5-bromo-4-cyclopropyl-2-ethoxybenzoate). The reactants are C(C1=CC=CC=C1)=N[C@@H](CC(C)C)C(=O)OCC1=CC=CC=C1 (N-benzylidene-1(S)-benzyloxycarbonyl-3-methylbutylamine), C(C1=CC=CC=C1)OC(=O)[C@H](CC(C)C)N1C([C@H]([C@H]1C1=CC=CC=C1)N=[N+]=[N-])=O (1-(1(S)-benzyloxycarbonyl-3-methylbutyl)-3(S)-azido-4(R)-phenylazetidin-2-one). Yields the product C(C1=CC=CC=C1)OC(=O)[C@H](CC(C)C)N1C([C@@H]([C@@H]1C1=CC=CC=C1)N=[N+]=[N-])=O (1-(1(S)-benzyloxycarbonyl-3-methylbutyl)-3(R)-azido-4(S)-phenylazetidin-2-one). Isolated yield 77.3%. Reaction SMILES: C(=N[C@H](C(OCC1C=CC=CC=1)=O)CC(C)C)C1C=CC=CC=1.[CH2:24]([O:31][C:32]([C@@H:34]([N:39]1[C@H:42]([C:43]2[CH:48]=[CH:47][CH:46]=[CH:45][CH:44]=2)[C@H:41]([N:49]=[N+:50]=[N-:51])[C:40]1=[O:52])[CH2:35][CH:36]([CH3:38])[CH3:37])=[O:33])[C:25]1[CH:30]=[CH:29][CH:28]=[CH:27][CH:26]=1>>[CH2:24]([O:31][C:32]([C@@H:34]([N:39]1[C@@H:42]([C:43]2[CH:44]=[CH:45][CH:46]=[CH:47][CH:48]=2)[C@@H:41]([N:49]=[N+:50]=[N-:51])[C:40]1=[O:52])[CH2:35][CH:36]([CH3:38])[CH3:37])=[O:33])[C:25]1[CH:30]=[CH:29][CH:28]=[CH:27][CH:26]=1. Procedure: Using N-benzylidene-1(S)-benzyloxycarbonyl-3-methylbutylamine (3.62 g., 11.7 mmol) as a starting material, the reaction, separation and purification were carried out under the same conditions as in Referential example 7 to give a mixture of 1-(1(S)-benzyloxycarbonyl-3-methylbutyl)-3(S)-azido-4(R)-phenylazetidin-2-one and 1-(1(S)-benzyloxycarbonyl-3-methylbutyl)-3(R)-azido-4(S)-phenylazetidin-2-one (3.55 g., yield: 77.3%). The reactants are C(C1=CC=CC=C1)N1CCC(CC1)(CN)NC1=CC(=CC=C1)C (1-benzyl-4-(3-methylphenylamino)-4-aminomethylpiperidine), ClS(=O)(=O)N=C=O (chlorosulfonyl isocyanate), resultant mixture. The solvent is C1CCOC1 (THF), C1CCOC1 (THF), C(=O)O (formic acid). Reaction conditions: time 8 hour. Yields the product C(C1=CC=CC=C1)N1CCC(CC1)(NC1=CC(=CC=C1)C)CNS(=O)(=O)N ([1-Benzyl-4-(3-methylphenylamino)piperidin-4-ylmethyl]sulfamide). As a reaction SMILES: Cl[S:2]([N:5]=C=O)(=[O:4])=[O:3].[CH2:8]([N:15]1[CH2:20][CH2:19][C:18]([NH:23][C:24]2[CH:29]=[CH:28][CH:27]=[C:26]([CH3:30])[CH:25]=2)([CH2:21][NH2:22])[CH2:17][CH2:16]1)[C:9]1[CH:14]=[CH:13][CH:12]=[CH:11][CH:10]=1>C1COCC1.C(O)=O>[CH2:8]([N:15]1[CH2:20][CH2:19][C:18]([CH2:21][NH:22][S:2]([NH2:5])(=[O:4])=[O:3])([NH:23][C:24]2[CH:29]=[CH:28][CH:27]=[C:26]([CH3:30])[CH:25]=2)[CH2:17][CH2:16]1)[C:9]1[CH:10]=[CH:11][CH:12]=[CH:13][CH:14]=1. Procedure: To a cold (5° C.) solution of chlorosulfonyl isocyanate in THF, anhydrous formic acid is added (Journal of Organic Chemistry, vol 54, page 5825,(1989)). The resultant mixture is stirred until gas evolution ceased, and treated with a solution of 1-benzyl-4-(3-methylphenylamino)-4-aminomethylpiperidine in THF. The mixture is stirred at room temp. overnight to provide the title compound. Starting materials: FC=1C=C2C(=NC1)C=CN2S(=O)(=O)C2=CC=C(C)C=C2 (6-fluoro-1-tosyl-1H-pyrrolo[3,2-b]pyridine), C1=CC(=CC(=C1)Cl)C(=O)OO (MCPBA). Solvent: C(Cl)Cl (DCM). Conditions: time 8 hour. Product: FC=1C=C2C(=[N+](C1)[O-])C=CN2S(=O)(=O)C2=CC=C(C)C=C2 (6-fluoro-1-tosyl-1H-pyrrolo[3,2-b]pyridine 4-oxide). Isolated yield 121.1%. Reaction SMILES: [F:1][C:2]1[CH:3]=[C:4]2[N:10]([S:11]([C:14]3[CH:20]=[CH:19][C:17]([CH3:18])=[CH:16][CH:15]=3)(=[O:13])=[O:12])[CH:9]=[CH:8][C:5]2=[N:6][CH:7]=1.C1C=C(Cl)C=C(C(OO)=[O:29])C=1>C(Cl)Cl>[F:1][C:2]1[CH:3]=[C:4]2[N:10]([S:11]([C:14]3[CH:20]=[CH:19][C:17]([CH3:18])=[CH:16][CH:15]=3)(=[O:13])=[O:12])[CH:9]=[CH:8][C:5]2=[N+:6]([O-:29])[CH:7]=1. Procedure: To a solution of 6-fluoro-1-tosyl-1H-pyrrolo[3,2-b]pyridine (18 g, 62 mmol) in DCM (300 mL) was added MCPBA (16 g, 93 mmol). The mixture was stirred at RT overnight and then concentrated under reduced pressure. The residue was purified by SiO2 chromatography eluting with DCM:MeOH (30:1) to afford 23 g (100%) of 6-fluoro-1-tosyl-1H-pyrrolo[3,2-b]pyridine 4-oxide as a solid. MS (ESI) m/z: 307.1 [M+1]+. Reactants: CC(=O)Oc1ccc(OCc2ccccc2)c(C(C)(C)C)c1F, CCOC(C)=O. The product is CC(=O)Oc1ccc(O)c(C(C)(C)C)c1F. RXN SMILES: [C:1]([CH3:2])(=[O:3])[O:4][c:5]1[c:6]([F:23])[c:7]([C:19]([CH3:20])([CH3:21])[CH3:22])[c:8]([O:11][CH2:12][c:13]2[cH:14][cH:15][cH:16][cH:17][cH:18]2)[cH:9][cH:10]1.[CH3:24][CH2:25][O:26][C:27](=[O:28])[CH3:29]>>[C:1]([CH3:2])(=[O:3])[O:4][c:5]1[c:6]([F:23])[c:7]([C:19]([CH3:20])([CH3:21])[CH3:22])[c:8]([OH:11])[cH:9][cH:10]1. Run at time 2 hour. Procedure: 5-(2,4-Dimethoxy-benzyl)-8-methoxy-6-oxo-5,6-dihydro-4H-2,5,10b-triaza-benzo[e]azulene-3-carboxylic acid ethyl ester (9.8 g, 22 mmol) was suspended in CH2Cl2 (50 mL), cooled in ice, and diluted sowly with trifluoroacetic acid (50 mL). The resulting clear solution was treated at 5° C. with trifluoromethanesulfonic acid (3.8 mL, 44 mmol). The now red solution was stirred at rt for 2 h, evaporated to dryness, and the residue extracted with CH2Cl2 (500 mL), and 2×10% NaHCO3 (500 mL). The crude produ... The product is C(C)OC(=O)C=1N=CN2C3=C(C(NCC12)=O)C=C(C=C3)OC (8-Methoxy-6-oxo-5,6-dihydro-4H-2,5,10b-triaza-benzo[e]azulene-3-carboxylic Acid Ethyl Ester). Reactants: C(C)OC(=O)C=1N=CN2C3=C(C(N(CC12)CC1=C(C=C(C=C1)OC)OC)=O)C=C(C=C3)OC (5-(2,4-Dimethoxy-benzyl)-8-methoxy-6-oxo-5,6-dihydro-4H-2,5,10b-triaza-benzo[e]azulene-3-carboxylic acid ethyl ester), FC(S(=O)(=O)O)(F)F (trifluoromethanesulfonic acid). As a reaction SMILES: [CH2:1]([O:3][C:4]([C:6]1[N:7]=[CH:8][N:9]2[C:15]=1[CH2:14][N:13](CC1C=CC(OC)=CC=1OC)[C:12](=[O:27])[C:11]1[CH:28]=[C:29]([O:32][CH3:33])[CH:30]=[CH:31][C:10]2=1)=[O:5])[CH3:2].FC(F)(F)S(O)(=O)=O>C(Cl)Cl.FC(F)(F)C(O)=O>[CH2:1]([O:3][C:4]([C:6]1[N:7]=[CH:8][N:9]2[C:15]=1[CH2:14][NH:13][C:12](=[O:27])[C:11]1[CH:28]=[C:29]([O:32][CH3:33])[CH:30]=[CH:31][C:10]2=1)=[O:5])[CH3:2]. Solvent: FC(C(=O)O)(F)F (trifluoroacetic acid), C(Cl)Cl (CH2Cl2). Reactants: BrCCCN1S(N(C2=C(C1)C=C(C=C2)F)C2=C(C=CC=C2)F)(=O)=O (3-(3-bromopropyl)-6-fluoro-1-(2-fluorophenyl)-3,4-dihydro-1H-2,1,3-benzothiadiazine 2,2-dioxide), C1(CC1)N (cyclopropylamine), Cl (HCl). Yields the product FC=1C=CC2=C(CN(S(N2C2=C(C=CC=C2)F)(=O)=O)CCCNC2CC2)C1 (N-{3-[6-fluoro-1-(2-fluorophenyl)-2,2-dioxido-1,4-dihydro-3H-2,1,3-benzothiadiazin-3-yl]propyl}cyclopropanamine). Isolated yield 96.0%. RXN SMILES: Br[CH2:2][CH2:3][CH2:4][N:5]1[CH2:10][C:9]2[CH:11]=[C:12]([F:15])[CH:13]=[CH:14][C:8]=2[N:7]([C:16]2[CH:21]=[CH:20][CH:19]=[CH:18][C:17]=2[F:22])[S:6]1(=[O:24])=[O:23].[CH:25]1([NH2:28])[CH2:27][CH2:26]1.Cl>>[F:15][C:12]1[CH:13]=[CH:14][C:8]2[N:7]([C:16]3[CH:21]=[CH:20][CH:19]=[CH:18][C:17]=3[F:22])[S:6](=[O:24])(=[O:23])[N:5]([CH2:4][CH2:3][CH2:2][NH:28][CH:25]3[CH2:27][CH2:26]3)[CH2:10][C:9]=2[CH:11]=1. Procedure details: In an analogous manner to Example 11 step 5, 3-(3-bromopropyl)-6-fluoro-1-(2-fluorophenyl)-3,4-dihydro-1H-2,1,3-benzothiadiazine 2,2-dioxide (0.1 g, 0.25 mmol) was reacted to cyclopropylamine and then treated with HCl to provide N-{3-[6-fluoro-1-(2-fluorophenyl)-2,2-dioxido-1,4-dihydro-3H-2,1,3-benzothiadiazin-3-yl]propyl}cyclopropanamine (0.102 g, 96%) as a white solid: